Dataset: the Open Reaction Database (ORD), a public repository of structured organic reaction records. Task: describe an organic reaction: reactants, conditions, products, and yield Reactants: C1CCOC1, CC(C)C[AlH]CC(C)C, CO, CCOC(C)=O, Cl, CCOC(=O)c1cccc2oc(-c3ccc(C(F)(F)F)cc3)nc12. The product is OCc1cccc2oc(-c3ccc(C(F)(F)F)cc3)nc12. Reaction SMILES: [CH2:37]1[O:38][CH2:39][CH2:40][CH2:41]1.[CH3:1][CH:2]([CH2:3][AlH:4][CH2:5][CH:6]([CH3:7])[CH3:8])[CH3:9].[CH3:34][OH:35].[CH3:42][CH2:43][O:44][C:45](=[O:46])[CH3:47].[ClH:36].[F:10][C:11]([c:12]1[cH:13][cH:14][c:15](-[c:18]2[o:19][c:20]3[c:21]([n:22]2)[c:23]([C:27](=[O:28])[O:29][CH2:30][CH3:31])[cH:24][cH:25][cH:26]3)[cH:16][cH:17]1)([F:32])[F:33]>>[F:10][C:11]([c:12]1[cH:13][cH:14][c:15](-[c:18]2[o:19][c:20]3[c:21]([n:22]2)[c:23]([CH2:27][OH:28])[cH:24][cH:25][cH:26]3)[cH:16][cH:17]1)([F:32])[F:33].